This data is from the Open Reaction Database (ORD), a public repository of structured organic reaction records. The task is: describe an organic reaction: reactants, conditions, products, and yield Reactants: ClC1=CC(=C(C=C1OC)N1C(N(CC1O)C)=O)F (3-(4-chloro-2-fluoro-5-methoxyphenyl)-4-hydroxy-1-methylimidazolidin-2-one), CN=C=O (methyl isocyanate). The reagents and catalysts are N12NCC(CC1)CC2 (diazabicyclo[2.2.2]octane). Solvent: C(C)#N (acetonitrile). Run at temperature 50 celsius, time 5 hour. Yields the product ClC1=CC(=C(C=C1OC)N1C(N(CC1OC(NC)=O)C)=O)F (3-(4-chloro-2-fluoro-5-methoxyphenyl)-1-methyl-4-(N-methylcarbamoyloxy)imidazolidin2-one). The yield is 93.5%. RXN SMILES: [Cl:1][C:2]1[C:7]([O:8][CH3:9])=[CH:6][C:5]([N:10]2[CH:14]([OH:15])[CH2:13][N:12]([CH3:16])[C:11]2=[O:17])=[C:4]([F:18])[CH:3]=1.[CH3:19][N:20]=[C:21]=[O:22]>C(#N)C.N12CCC(CC1)CN2>[Cl:1][C:2]1[C:7]([O:8][CH3:9])=[CH:6][C:5]([N:10]2[CH:14]([O:15][C:21](=[O:22])[NH:20][CH3:19])[CH2:13][N:12]([CH3:16])[C:11]2=[O:17])=[C:4]([F:18])[CH:3]=1. Procedure details: 27.5 g (0.10 mol) of 3-(4-chloro-2-fluoro-5-methoxyphenyl)-4-hydroxy-1-methylimidazolidin-2-one (Example 1) are dissolved in 200 ml of acetonitrile, 50 mg of diazabicyclo[2.2.2]octane are added, and 6.84 g (0.12 mol) of methyl isocyanate are added dropwise at 20° C. The mixture is stirred for 5 hours at 50° C. and the solvent is removed by distillation. The solid residue which remains is boiled up in 200 ml of ether and cooled in an ice-bath. The precipitate is filtered off under suction and dri... Reactants: C(C1=CC=CC=C1)OC1=CC(NC=C1)=O (4-benzyloxy-1H-pyridin-2-one), potassium tert-butylate, ClCC(=O)C1=CC2=C(CCN(CC2)C(C(F)(F)F)=O)C=C1 (1-[7-(2-chloro-acetyl)-1,2,4,5-tetrahydro-3-benzazepin-3-yl]-2,2,2-trifluoro-ethanone). The reagents and catalysts are [I-].C(CCC)[N+](CCCC)(CCCC)CCCC (tetra-butylammonium-iodide). Solvent: C1CCOC1 (THF). Run at time 8 hour. Product: C(C1=CC=CC=C1)OC1=CC(N(C=C1)CC(C1=CC2=C(CCN(CC2)C(C(F)(F)F)=O)C=C1)=O)=O (4-Benzyloxy-1-{2-oxo-2-[3-(2,2,2-trifluoro-acetyl)-2,3,4,5-tetrahydro-1H-3-benzazepin-7-yl]-ethyl}-1H-pyridin-2-one). As a reaction SMILES: [CH2:1]([O:8][C:9]1[CH:14]=[CH:13][NH:12][C:11](=[O:15])[CH:10]=1)[C:2]1[CH:7]=[CH:6][CH:5]=[CH:4][CH:3]=1.Cl[CH2:17][C:18]([C:20]1[CH:36]=[CH:35][C:23]2[CH2:24][CH2:25][N:26]([C:29](=[O:34])[C:30]([F:33])([F:32])[F:31])[CH2:27][CH2:28][C:22]=2[CH:21]=1)=[O:19]>C1COCC1.[I-].C([N+](CCCC)(CCCC)CCCC)CCC>[CH2:1]([O:8][C:9]1[CH:14]=[CH:13][N:12]([CH2:17][C:18](=[O:19])[C:20]2[CH:36]=[CH:35][C:23]3[CH2:24][CH2:25][N:26]([C:29](=[O:34])[C:30]([F:33])([F:31])[F:32])[CH2:27][CH2:28][C:22]=3[CH:21]=2)[C:11](=[O:15])[CH:10]=1)[C:2]1[CH:3]=[CH:4][CH:5]=[CH:6][CH:7]=1 |f:3.4|. Reported procedure: To 1.00 g (4.97 mmol) 4-benzyloxy-1H-pyridin-2-one in THF at 0° C. is added subsequently 613 mg (5.47 mmol) potassium-tert-butylate, 92 mg (0.25 mmol) tetra-butylammonium-iodide and 2.38 g (7.46 mmol) 1-[7-(2-chloro-acetyl)-1,2,4,5-tetrahydro-3-benzazepin-3-yl]-2,2,2-trifluoro-ethanone. The reaction mixture is stirred overnight at RT and the solvent is evaporated. The residue is taken up in DCM and aqueous 2M sodium hydroxide solution. The layers are separated, the organic phase is washed with w... The reactants are COC(=O)C1CC(Oc2ccc(Br)cc2)CN1C(=O)OC(C)(C)C, ClCCl, O=C(O)C(F)(F)F. Product: COC(=O)C1CC(Oc2ccc(Br)cc2)CN1. Reaction SMILES: [CH3:1][O:2][C:3]([CH:4]1[N:5]([C:17]([O:18][C:19]([CH3:20])([CH3:21])[CH3:22])=[O:23])[CH2:6][CH:7]([O:9][c:10]2[cH:11][cH:12][c:13]([Br:16])[cH:14][cH:15]2)[CH2:8]1)=[O:24].[Cl:32][CH2:33][Cl:34].[F:25][C:26]([F:27])([F:28])[C:29]([OH:30])=[O:31]>>[CH3:1][O:2][C:3]([CH:4]1[NH:5][CH2:6][CH:7]([O:9][c:10]2[cH:11][cH:12][c:13]([Br:16])[cH:14][cH:15]2)[CH2:8]1)=[O:24]. Reactants: ClC=1OC2=C(N1)C=CC(=C2)Cl (2,6-Dichloro-benzooxazole), FC(C(=O)O)(F)F.N1CCC(CC1)OC1=C(C=CC=C1)NS(=O)(=O)C1=NC=CC=C1 (N-(2-(piperidin-4-yloxy)phenyl)pyridine-2-sulfonamide trifluoroacetate). Yields the product ClC1=CC2=C(N=C(O2)N2CCC(CC2)OC2=C(C=CC=C2)NS(=O)(=O)C2=NC=CC=C2)C=C1 (N-(2-(1-(6-chlorobenzo[d]oxazol-2-yl)piperidin-4-yloxy)phenyl)-pyridine-2-sulfonamide). Reaction SMILES: Cl[C:2]1[O:3][C:4]2[CH:10]=[C:9]([Cl:11])[CH:8]=[CH:7][C:5]=2[N:6]=1.FC(F)(F)C(O)=O.[NH:19]1[CH2:24][CH2:23][CH:22]([O:25][C:26]2[CH:31]=[CH:30][CH:29]=[CH:28][C:27]=2[NH:32][S:33]([C:36]2[CH:41]=[CH:40][CH:39]=[CH:38][N:37]=2)(=[O:35])=[O:34])[CH2:21][CH2:20]1>>[Cl:11][C:9]1[CH:8]=[CH:7][C:5]2[N:6]=[C:2]([N:19]3[CH2:24][CH2:23][CH:22]([O:25][C:26]4[CH:31]=[CH:30][CH:29]=[CH:28][C:27]=4[NH:32][S:33]([C:36]4[CH:41]=[CH:40][CH:39]=[CH:38][N:37]=4)(=[O:35])=[O:34])[CH2:21][CH2:20]3)[O:3][C:4]=2[CH:10]=1 |f:1.2|. Procedure: Compound 22 is prepared using synthesis method 3 using intermediates 2f and 6a (yield: 83%). Reaction SMILES: [F:1][C:2]1[CH:23]=[CH:22][CH:21]=[C:20]([F:24])[C:3]=1[O:4][C:5]1[C:10](C=O)=[CH:9][N:8]=[C:7]([NH:13][C:14]2[S:15][CH:16]=[C:17]([CH3:19])[N:18]=2)[CH:6]=1.[CH3:25][O:26][C:27](=[O:48])[CH:28]=P(C1C=CC=CC=1)(C1C=CC=CC=1)C1C=CC=CC=1.[CH2:49]1COCC1>>[F:1][C:2]1[CH:23]=[CH:22][CH:21]=[C:20]([F:24])[C:3]=1[O:4][C:5]1[CH:6]=[C:7]([NH:13][C:14]2[S:15][CH:16]=[C:17]([CH3:19])[N:18]=2)[N:8]=[CH:9][C:10]=1/[CH:49]=[CH:28]/[C:27]([O:26][CH3:25])=[O:48]. Run at time 4 hour. Procedure details: A 25 mL round-bottomed flask is charged with 4-(2,6-difluorophenoxy)-6-(4-methylthiazol-2-ylamino)nicotinaldehyde (534 mg, 1.54 mmol) and THF (10 mL). Methyl(triphenylphosphoranylidene)acetate (668 mg, 2.00 mmol) is added and the reaction mixture is stirred at room temperature. After 4 hours, additional methyl(triphenylphosphoranylidene)acetate (668 mg, 2.00 mmol) is added and the reaction mixture is and stirred overnight. The precipitate is filtered, concentrated, and purified by silica gel chr... Starting materials: COC(C=P(C1=CC=CC=C1)(C1=CC=CC=C1)C1=CC=CC=C1)=O (Methyl(triphenylphosphoranylidene)acetate), FC1=C(OC2=CC(=NC=C2C=O)NC=2SC=C(N2)C)C(=CC=C1)F (4-(2,6-difluorophenoxy)-6-(4-methylthiazol-2-ylamino)nicotinaldehyde), C1CCOC1 (THF), COC(C=P(C1=CC=CC=C1)(C1=CC=CC=C1)C1=CC=CC=C1)=O (methyl(triphenylphosphoranylidene)acetate). The product is FC1=C(OC2=C(C=NC(=C2)NC=2SC=C(N2)C)/C=C/C(=O)OC)C(=CC=C1)F ((E)-methyl 3-(4-(2,6-difluorophenoxy)-6-(4-methylthiazol-2-ylamino)pyridin-3-yl)acrylate). Starting materials: P(=O)(OCC=C)(OCC=C)OCC1=C(C=CC=C1OC)CO[Si](C)(C)C(C)(C)C (diallyl 2-[(tert-butyldimethylsilyl)oxymethyl]-6-methoxybenzyl phosphate), [F-].C(CCC)[N+](CCCC)(CCCC)CCCC (tetrabutylammonium fluoride), C(C)(=O)OCC (ethyl acetate), O (Water). The solvent is O1CCCC1 (tetrahydrofuran), CCCCCC (hexane). Reaction conditions: time 1 hour. Product: P(=O)(OCC=C)(OCC=C)OCC1=C(C=CC=C1OC)CO (Diallyl 2-(hydroxymethyl)-6-methoxybenzyl phosphate). The yield is 93.5%. RXN SMILES: [P:1]([O:11][CH2:12][C:13]1[C:18]([O:19][CH3:20])=[CH:17][CH:16]=[CH:15][C:14]=1[CH2:21][O:22][Si](C(C)(C)C)(C)C)([O:7][CH2:8][CH:9]=[CH2:10])([O:3][CH2:4][CH:5]=[CH2:6])=[O:2].[F-].C([N+](CCCC)(CCCC)CCCC)CCC.O.C(OCC)(=O)C>O1CCCC1.CCCCCC>[P:1]([O:11][CH2:12][C:13]1[C:18]([O:19][CH3:20])=[CH:17][CH:16]=[CH:15][C:14]=1[CH2:21][OH:22])([O:7][CH2:8][CH:9]=[CH2:10])([O:3][CH2:4][CH:5]=[CH2:6])=[O:2] |f:1.2|. Procedure: To a solution of diallyl 2-[(tert-butyldimethylsilyl)oxymethyl]-6-methoxybenzyl phosphate (1.03 g, 2.33 mmol) obtained from Example 21(3) in tetrahydrofuran (10 ml) was added tetrabutylammonium fluoride (1N tetrahydrofuran solution; 2.5 ml, 2.5 mmol), and the mixture was stirred at room temperature for 1 hour. Water was added to the reaction mixture, then the product was extracted with ethyl acetate, and the solvent was evaporated under reduced pressure to give an oily residue. The residue was s... Reactants: C(CCC)[Sn](C1=NC=CC=N1)(CCCC)CCCC (2-(tributylstannyl)pyrimidine), C(CCC)[Li] (n-butyllithium), FC=1C=C(\C=N\[S@@](=O)C(C)(C)C)C=CC1C(F)(F)F ((S,E)-N-(3-fluoro-4-(trifluoromethyl)benzylidene)-2-methylpropane-2-sulfinamide). The solvent is C1CCOC1 (THF), C1CCOC1 (THF). Run at temperature -78 celsius, time 1.5 hour. Yields the product FC=1C=C(C=CC1C(F)(F)F)[C@H](N[S@@](=O)C(C)(C)C)C1=NC=CC=N1 ((S)—N—((S)-(3-fluoro-4-(trifluoromethyl)phenyl)-(pyrimidin-2-yl)methyl)-2-methylpropane-2-sulfinamide). RXN SMILES: C([Sn](CCCC)(CCCC)[C:6]1[N:11]=[CH:10][CH:9]=[CH:8][N:7]=1)CCC.C([Li])CCC.[F:25][C:26]1[CH:27]=[C:28]([CH:37]=[CH:38][C:39]=1[C:40]([F:43])([F:42])[F:41])/[CH:29]=[N:30]/[S@:31]([C:33]([CH3:36])([CH3:35])[CH3:34])=[O:32]>C1COCC1>[F:25][C:26]1[CH:27]=[C:28]([C@@H:29]([C:6]2[N:7]=[CH:8][CH:9]=[CH:10][N:11]=2)[NH:30][S@:31]([C:33]([CH3:36])([CH3:35])[CH3:34])=[O:32])[CH:37]=[CH:38][C:39]=1[C:40]([F:43])([F:42])[F:41]. Procedure details: To a solution of 2-(tributylstannyl)pyrimidine (425 mg, 1.151 mmol) in THF (3 mL) at −78° C. was added n-butyllithium (0.720 mL, 1.151 mmol) (1.6 M in hexanes). The reaction was stirred at −78° C. for 1.5 h and then (S,E)-N-(3-fluoro-4-(trifluoromethyl)benzylidene)-2-methylpropane-2-sulfinamide (408 mg, 1.382 mmol) in THF (1 mL) was added. The cooling bath was then removed as the reaction was allowed to warm to rt and stirred for 1 h. LCMS showed 2 products with a ratio of 10:1. The reaction was... The product is Nc1sc(-c2ccc(N3CCOCC3)nc2)nc1C(=O)O. Reactants: CC(C)(C)O, CO, Cl, [K+], CCOC(=O)c1nc(-c2ccc(N3CCOCC3)nc2)sc1N, [OH-]. Reaction SMILES: [C:29]([OH:30])([CH3:31])([CH3:32])[CH3:33].[CH3:24][OH:25].[ClH:28].[K+:27].[NH2:1][c:2]1[c:3]([C:19](=[O:20])[O:21][CH2:22][CH3:23])[n:4][c:5](-[c:7]2[cH:8][n:9][c:10]([N:13]3[CH2:14][CH2:15][O:16][CH2:17][CH2:18]3)[cH:11][cH:12]2)[s:6]1.[OH-:26]>>[NH2:1][c:2]1[c:3]([C:19](=[O:20])[OH:21])[n:4][c:5](-[c:7]2[cH:8][n:9][c:10]([N:13]3[CH2:14][CH2:15][O:16][CH2:17][CH2:18]3)[cH:11][cH:12]2)[s:6]1. Starting materials: CN(C)CC1CCNCC1, CO, O=Cc1cc2nc(Cl)nc(N3CCOCC3)c2s1. The product is CN(C)CC1CCN(Cc2cc3nc(Cl)nc(N4CCOCC4)c3s2)CC1. RXN SMILES: [CH3:19][N:20]([CH2:21][CH:22]1[CH2:23][CH2:24][NH:25][CH2:26][CH2:27]1)[CH3:28].[CH3:29][OH:30].[Cl:1][c:2]1[n:3][c:4]([N:13]2[CH2:14][CH2:15][O:16][CH2:17][CH2:18]2)[c:5]2[c:6]([n:7]1)[cH:8][c:9]([CH:11]=[O:12])[s:10]2>>[Cl:1][c:2]1[n:3][c:4]([N:13]2[CH2:14][CH2:15][O:16][CH2:17][CH2:18]2)[c:5]2[c:6]([n:7]1)[cH:8][c:9]([CH2:11][N:25]1[CH2:24][CH2:23][CH:22]([CH2:21][N:20]([CH3:19])[CH3:28])[CH2:27][CH2:26]1)[s:10]2.